The task is: describe an organic reaction: reactants, conditions, products, and yield. This data is from the Open Reaction Database (ORD), a public repository of structured organic reaction records. The reactants are O=C(NCc1cn(-c2ccccc2)c2cc(Cl)ccc2c1=O)c1cnc(Br)s1, C1COCCN1. Yields the product O=C(NCc1cn(-c2ccccc2)c2cc(Cl)ccc2c1=O)c1cnc(N2CCOCC2)s1. RXN SMILES: [Br:1][c:2]1[s:3][c:4]([C:7](=[O:8])[NH:9][CH2:10][c:11]2[cH:12][n:13](-[c:23]3[cH:24][cH:25][cH:26][cH:27][cH:28]3)[c:14]3[cH:15][c:16]([Cl:22])[cH:17][cH:18][c:19]3[c:20]2=[O:21])[cH:5][n:6]1.[CH2:29]1[CH2:30][O:31][CH2:32][CH2:33][NH:34]1>>[c:2]1([N:34]2[CH2:29][CH2:30][O:31][CH2:32][CH2:33]2)[s:3][c:4]([C:7](=[O:8])[NH:9][CH2:10][c:11]2[cH:12][n:13](-[c:23]3[cH:24][cH:25][cH:26][cH:27][cH:28]3)[c:14]3[cH:15][c:16]([Cl:22])[cH:17][cH:18][c:19]3[c:20]2=[O:21])[cH:5][n:6]1. Starting materials: BrC=1C=CC=2N3C4=C(C=C(C=C4C2C1)O)C(C=C3)=O (10-bromo-2-hydroxy-4H-pyrido[3,2,1-jk]carbazole-4-one), ice water, C([O-])([O-])=O.[K+].[K+] (potassium carbonate), BrCC(CCC)=O (1-bromo-2-pentanone). Solvent: CS(=O)C (dimethyl sulfoxide). Conditions: time 30 minute. The product is BrC=1C=CC=2N3C4=C(C=C(C=C4C2C1)OCC(CCC)=O)C(C=C3)=O (10-bromo-2-(2-oxopentyloxy)-4H-pyrido[3,2,1-jk]carbazole-4-one). Isolated yield 41.0%. As a reaction SMILES: [Br:1][C:2]1[CH:3]=[CH:4][C:5]2[N:6]3[CH:18]=[CH:17][C:16](=[O:19])[C:8]4[CH:9]=[C:10]([OH:15])[CH:11]=[C:12]([C:13]=2[CH:14]=1)[C:7]3=4.C(=O)([O-])[O-].[K+].[K+].Br[CH2:27][C:28](=[O:32])[CH2:29][CH2:30][CH3:31]>CS(C)=O>[Br:1][C:2]1[CH:3]=[CH:4][C:5]2[N:6]3[CH:18]=[CH:17][C:16](=[O:19])[C:8]4[CH:9]=[C:10]([O:15][CH2:27][C:28](=[O:32])[CH2:29][CH2:30][CH3:31])[CH:11]=[C:12]([C:13]=2[CH:14]=1)[C:7]3=4 |f:1.2.3|. Procedure details: 10-bromo-2-hydroxy-4H-pyrido3,2,1-jk]carbazole-4-one (250 mg) obtained in Example 59 was suspended in dimethyl sulfoxide (10 ml), and potassium carbonate (210 mg) was added to the suspension. The mixture was stirred at room temperature for 30 minutes and 1-bromo-2-pentanone (170 mg) was added to the mixture. The mixture was stirred at room temperature for 3 hours, and the reaction mixture was poured into ice water and extracted with ethyl acetate. The ethyl acetate layer was washed with saturate... Starting materials: S1C(=CC=C1)C#C (2-thienylethine), ClCC(=O)C1(CC1)Cl (1-chloro-cyclopropyl chloromethyl ketone), [Cl-].[NH4+] (ammonium chloride), C(C)Br (ethyl bromide), [Mg] (magnesium). Run in C(C)OCC (diethyl ether), C(C)OCC (diethyl ether). The product is ClCC(C#CC=1SC=CC1)(O)C1(CC1)Cl (1-chloro-2-(1-chlorocyclopropyl)-4-(thiophen-2-yl)-but-3-in-2-ol). Yield: 97.3%. RXN SMILES: C(Br)C.[Mg].[S:5]1[CH:9]=[CH:8][CH:7]=[C:6]1[C:10]#[CH:11].[Cl:12][CH2:13][C:14]([C:16]1([Cl:19])[CH2:18][CH2:17]1)=[O:15].[Cl-].[NH4+]>C(OCC)C>[Cl:12][CH2:13][C:14]([C:16]1([Cl:19])[CH2:18][CH2:17]1)([OH:15])[C:11]#[C:10][C:6]1[S:5][CH:9]=[CH:8][CH:7]=1 |f:4.5|. Procedure details: 22.2 g (0.203 mole) of ethyl bromide are slowly added to 4.9 g (0.203 mole) of magnesium turnings in 100 ml of diethyl ether. After completion of the addition, the reaction mixture is heated under reflux for 30 minutes and then cooled to room temperature, and a solution of 20 g (0.185 mole) of 2-thienylethine in 50 ml of diethyl ether is subsequently added dropwise with stirring. The mixture is heated under reflux for 1 hour and again cooled to room temperature. 28.3 g (0.185 mole) of 1-chloro-c... The reactants are CCNCC, COc1cccc2c1c1c(n2CCOCc2ccccc2)CCCC1C(=O)O, CO, [H][H]. The product is CCNCC, COc1cccc2c1c1c(n2CCO)CCCC1C(=O)O. RXN SMILES: [CH2:1]([CH3:2])[NH:3][CH2:4][CH3:5].[CH2:6]([c:7]1[cH:8][cH:9][cH:10][cH:11][cH:12]1)[O:13][CH2:14][CH2:15][n:16]1[c:17]2[cH:18][cH:19][cH:20][c:21]([O:32][CH3:33])[c:22]2[c:23]2[c:28]1[CH2:27][CH2:26][CH2:25][CH:24]2[C:29](=[O:30])[OH:31].[CH3:36][OH:37].[H:34][H:35]>>[CH2:1]([CH3:2])[NH:3][CH2:4][CH3:5].[OH:13][CH2:14][CH2:15][n:16]1[c:17]2[cH:18][cH:19][cH:20][c:21]([O:32][CH3:33])[c:22]2[c:23]2[c:28]1[CH2:27][CH2:26][CH2:25][CH:24]2[C:29](=[O:30])[OH:31]. Starting materials: O=C([O-])O, CC(C)(C)S(N)=O, CC[O-], CC[O-], CC[O-], CC[O-], CC(C)(C)OC(=O)NC1CCC(c2cccc(F)c2F)Cn2c(C=O)cnc21, [Na+], C1CCOC1, [Ti+4]. Product: CC(C)(C)OC(=O)NC1CCC(c2cccc(F)c2F)Cn2c(C=NS(=O)C(C)(C)C)cnc21. Reaction SMILES: [C:36](=[O:37])([OH:38])[O-:39].[CH3:29][C:30]([CH3:31])([CH3:32])[S:33](=[O:34])[NH2:35].[CH3:46][CH2:47][O-:48].[CH3:50][CH2:51][O-:52].[CH3:53][CH2:54][O-:55].[CH3:56][CH2:57][O-:58].[F:1][c:2]1[c:3]([CH:9]2[CH2:10][CH2:11][CH:12]([NH:21][C:22]([O:23][C:24]([CH3:25])([CH3:26])[CH3:27])=[O:28])[c:13]3[n:14]([c:16]([CH:19]=[O:20])[cH:17][n:18]3)[CH2:15]2)[cH:4][cH:5][cH:6][c:7]1[F:8].[Na+:40].[O:41]1[CH2:42][CH2:43][CH2:44][CH2:45]1.[Ti+4:49]>>[F:1][c:2]1[c:3]([CH:9]2[CH2:10][CH2:11][CH:12]([NH:21][C:22]([O:23][C:24]([CH3:25])([CH3:26])[CH3:27])=[O:28])[c:13]3[n:14]([c:16]([CH:19]=[N:35][S:33]([C:30]([CH3:29])([CH3:31])[CH3:32])=[O:34])[cH:17][n:18]3)[CH2:15]2)[cH:4][cH:5][cH:6][c:7]1[F:8]. The reactants are C(C)(=O)OCC1=NC(=CC=C1)C (2-Acetoxymethyl-6-methylpyridine), Cl (hydrochloric acid). Run in CO (methanol). Run at time 18 hour. Yields the product OCC1=NC(=CC=C1)C (2-Hydroxymethyl-6-methylpyridine). Yield: 69.7%. As a reaction SMILES: C([O:4][CH2:5][C:6]1[CH:11]=[CH:10][CH:9]=[C:8]([CH3:12])[N:7]=1)(=O)C.Cl>CO>[OH:4][CH2:5][C:6]1[CH:11]=[CH:10][CH:9]=[C:8]([CH3:12])[N:7]=1. Reported procedure: 2-Acetoxymethyl-6-methylpyridine (5 g) was added to saturated hydrochloric acid in methanol (250 ml, prepared by adding 25 ml of acetyl chloride to 225 ml of methanol). The reaction mixture was stirred at room temperature for 18 hours. The solvent was removed under vacuum and the residue was dissolved in dichloromethane (100 ml) and washed with 2N sodium hydroxide solution (3×50 ml). The combined organic layers were washed with brine (1×200 ml), then dried (MgSO4), filtered and evaporated to giv...